This data is from the Open Reaction Database (ORD), a public repository of structured organic reaction records. The task is: describe an organic reaction: reactants, conditions, products, and yield Reactants: N#Cc1ccc(Cl)nc1, [K+], [K+], O=C([O-])[O-], COc1cc(C=O)ccc1O, CN(C)C=O. The product is COc1cc(C=O)ccc1Oc1ccc(C#N)cn1. As a reaction SMILES: [Cl:12][c:13]1[n:14][cH:15][c:16]([C:17]#[N:18])[cH:19][cH:20]1.[K+:21].[K+:22].[O-:23][C:24]([O-:25])=[O:26].[O:1]=[CH:2][c:3]1[cH:4][c:5]([O:6][CH3:7])[c:8]([OH:9])[cH:10][cH:11]1.[O:27]=[CH:28][N:29]([CH3:30])[CH3:31]>>[O:1]=[CH:2][c:3]1[cH:4][c:5]([O:6][CH3:7])[c:8]([O:9][c:13]2[n:14][cH:15][c:16]([C:17]#[N:18])[cH:19][cH:20]2)[cH:10][cH:11]1. Product: COC(CC1=C2C(=C(C(NC2=CC(=C1)C)=O)CC1=CC=C(C=C1)Cl)C)=O ([3-(4-chlorobenzyl)-4,7-dimethyl-2-oxo-1,2-dihydroquinolin-5-yl]acetic Acid Methyl Ester). Run in CN(C=O)C (N,N-dimethylformamide), C(C)(=O)OCC (ethyl acetate). Procedure details: A mixture of trifluoromethanesulfonic acid 3-(4-chlorobenzyl)-4,7-dimethyl-2-oxo-1,2-dihydroquinolin-5-yl ester (1.1 g), 1-(tert-butyldimethylsilyloxy)-1-methoxyethene (2.7 mL), sodium acetate (0.25 g), bis(dibenzylideneacetone) palladium (0.07 g) and 1,1′-bis(diphenylphospino) ferrocene (0) (0.07 g) in N,N-dimethylformamide (15.0 mL) was heated by microwave irradiation at 120° C. for 15 minutes. The mixture was diluted with ethyl acetate, washed with saturated aqueous ammonium chloride solution... Reactants: ClC1=CC=C(CC=2C(NC3=CC(=CC(=C3C2C)OS(=O)(=O)C(F)(F)F)C)=O)C=C1 (trifluoromethanesulfonic acid 3-(4-chlorobenzyl)-4,7-dimethyl-2-oxo-1,2-dihydroquinolin-5-yl ester), [Si](C)(C)(C(C)(C)C)OC(=C)OC (1-(tert-butyldimethylsilyloxy)-1-methoxyethene), C(C)(=O)[O-].[Na+] (sodium acetate). The reagents and catalysts are [Pd].C(C1=CC=CC=C1)=CC(=O)C=CC1=CC=CC=C1.C(C1=CC=CC=C1)=CC(=O)C=CC1=CC=CC=C1 (bis(dibenzylideneacetone) palladium), C1(=CC=CC=C1)P([C-]1C=CC=C1)C1=CC=CC=C1.[C-]1(C=CC=C1)P(C1=CC=CC=C1)C1=CC=CC=C1.[Fe+2] (1,1′-bis(diphenylphospino) ferrocene). As a reaction SMILES: [Cl:1][C:2]1[CH:29]=[CH:28][C:5]([CH2:6][C:7]2[C:8](=[O:27])[NH:9][C:10]3[C:15]([C:16]=2[CH3:17])=[C:14](OS(C(F)(F)F)(=O)=O)[CH:13]=[C:12]([CH3:26])[CH:11]=3)=[CH:4][CH:3]=1.[Si]([O:37][C:38]([O:40][CH3:41])=[CH2:39])(C(C)(C)C)(C)C.C([O-])(=O)C.[Na+]>CN(C)C=O.C(OCC)(=O)C.[Pd].C(=CC(C=CC1C=CC=CC=1)=O)C1C=CC=CC=1.C(=CC(C=CC1C=CC=CC=1)=O)C1C=CC=CC=1.C1(P(C2C=CC=CC=2)[C-]2C=CC=C2)C=CC=CC=1.[C-]1(P(C2C=CC=CC=2)C2C=CC=CC=2)C=CC=C1.[Fe+2]>[CH3:41][O:40][C:38](=[O:37])[CH2:39][C:14]1[CH:13]=[C:12]([CH3:26])[CH:11]=[C:10]2[C:15]=1[C:16]([CH3:17])=[C:7]([CH2:6][C:5]1[CH:4]=[CH:3][C:2]([Cl:1])=[CH:29][CH:28]=1)[C:8](=[O:27])[NH:9]2 |f:2.3,6.7.8,9.10.11|. Run at temperature 120 celsius. The reactants are COC(=O)C1=C(C=C2[C@@H](C[C@@H](N(C2=C1)C(=O)OCC)C)N(C(=O)OC)CC1=CC(=CC(=C1)C(F)(F)F)C(F)(F)F)OC (cis-4-[(3,5-bis-trifluoromethyl-benzyl)-methoxycarbonyl-amino]-6-methoxy-2-methyl-3,4-dihydro-2H-quinoline-1,7-dicarboxylic acid 1-ethyl ester 7-methyl ester), [BH4-].[Na+] (sodium borohydride), CO (methanol). Solvent: O1CCCC1 (tetrahydrofuran). The product is C(C)OC(=O)N1[C@H](C[C@H](C2=CC(=C(C=C12)CO)OC)N(C(=O)OC)CC1=CC(=CC(=C1)C(F)(F)F)C(F)(F)F)C (cis-4-[(3,5-Bis-trifluoromethyl-benzyl)-methoxycarbonyl-amino]-7-hydroxymethyl-6-methoxy-2-methyl-3,4-dihydro-2H-quinoline-1-carboxylic acid ethyl ester). The yield is 108.0%. RXN SMILES: C[O:2][C:3]([C:5]1[CH:14]=[C:13]2[C:8]([C@H:9]([N:21]([CH2:26][C:27]3[CH:32]=[C:31]([C:33]([F:36])([F:35])[F:34])[CH:30]=[C:29]([C:37]([F:40])([F:39])[F:38])[CH:28]=3)[C:22]([O:24][CH3:25])=[O:23])[CH2:10][C@H:11]([CH3:20])[N:12]2[C:15]([O:17][CH2:18][CH3:19])=[O:16])=[CH:7][C:6]=1[O:41][CH3:42])=O.[BH4-].[Na+].CO>O1CCCC1>[CH2:18]([O:17][C:15]([N:12]1[C:13]2[C:8](=[CH:7][C:6]([O:41][CH3:42])=[C:5]([CH2:3][OH:2])[CH:14]=2)[C@H:9]([N:21]([CH2:26][C:27]2[CH:28]=[C:29]([C:37]([F:38])([F:39])[F:40])[CH:30]=[C:31]([C:33]([F:35])([F:34])[F:36])[CH:32]=2)[C:22]([O:24][CH3:25])=[O:23])[CH2:10][C@@H:11]1[CH3:20])=[O:16])[CH3:19] |f:1.2|. Procedure details: To a solution of cis-4-[(3,5-bis-trifluoromethyl-benzyl)-methoxycarbonyl-amino]-6-methoxy-2-methyl-3,4-dihydro-2H-quinoline-1,7-dicarboxylic acid 1-ethyl ester 7-methyl ester (Example 13) (100 mg; 0.16 mmol) in 20 mL tetrahydrofuran was added sodium borohydride (62 mg; 1.6 mmol). The reaction was heated to reflux and methanol (40 mL) was added slowly. After an additional 30 min at reflux the reaction was concentrated and the residue was diluted with 20 ml H2O and extracted 3×50 mL of ethyl aceta... Reactants: FC=1C(=C(C#N)C=CC1F)O (3,4-difluoro-2-hydroxy-benzonitrile), C(C)(C)(C)OC(=O)N1CCC(CC1)N1N=CC=2C1=NC=NC2Cl (4-(4-chloro-pyrazolo[3,4-d]pyrimidin-1-yl)-piperidine-1-carboxylic acid tert-butyl ester), C(C)(C)(C)OC(=O)N1CCC(CC1)N1N=CC=2C1=NC=NC2Cl (4-(4-chloro-pyrazolo[3,4-d]pyrimidin-1-yl)-piperidine-1-carboxylic acid tert-butyl ester), C([O-])([O-])=O.[K+].[K+] (potassium carbonate), C([O-])([O-])=O.[Na+].[Na+] (sodium carbonate). Solvent: CN(C=O)C (dimethylformamide). Run at temperature 160 celsius. Yields the product C(C)(C)(C)OC(=O)N1CCC(CC1)N1N=CC=2C1=NC=NC2OC2=C(C(=CC=C2C#N)F)F (4-[4-(6-cyano-2,3-difluoro-phenoxy)-pyrazolo[3,4-d]pyrimidin-1-yl]-piperidine-1-carboxylic acid tert-butyl ester). Isolated yield 17.2%. Reaction SMILES: [F:1][C:2]1[C:3]([OH:11])=[C:4]([CH:7]=[CH:8][C:9]=1[F:10])[C:5]#[N:6].[C:12]([O:16][C:17]([N:19]1[CH2:24][CH2:23][CH:22]([N:25]2[C:29]3=[N:30][CH:31]=[N:32][C:33](Cl)=[C:28]3[CH:27]=[N:26]2)[CH2:21][CH2:20]1)=[O:18])([CH3:15])([CH3:14])[CH3:13].C(=O)([O-])[O-].[K+].[K+].C(=O)([O-])[O-].[Na+].[Na+]>CN(C)C=O>[C:12]([O:16][C:17]([N:19]1[CH2:20][CH2:21][CH:22]([N:25]2[C:29]3=[N:30][CH:31]=[N:32][C:33]([O:11][C:3]4[C:4]([C:5]#[N:6])=[CH:7][CH:8]=[C:9]([F:10])[C:2]=4[F:1])=[C:28]3[CH:27]=[N:26]2)[CH2:23][CH2:24]1)=[O:18])([CH3:15])([CH3:13])[CH3:14] |f:2.3.4,5.6.7|. Reported procedure: A mixture of 3,4-difluoro-2-hydroxy-benzonitrile (Oakwood Products, Inc., West Columbia, S.C., USA; 14 mg, 0.089 mmol), 4-(4-chloro-pyrazolo[3,4-d]pyrimidin-1-yl)-piperidine-1-carboxylic acid tert-butyl ester (Intermediate 19; 30 mg, 0.089 mmol), and potassium carbonate (27 mg, 0.196 mmol) in dimethylformamide (1 mL) was heated in a microwave oven at 160° C. for 10 min. Saturated sodium carbonate solution was added to the reaction mixture, and the mixture was then filtered through a pad of silic... Reactants: C(C)O (ethanol), [N+](=O)([O-])C=1N(C=CN1)CC(CC1C2CCCN12)O (α-[(Nitro-1H-imidazol-1-yl)methyl]azabicyclo[3.1.0]hexane-6-ethanol), Br (hydrogen bromide). Product: Br[C@H]1[C@@H](CCC1)NCC(CN1C(=NC=C1)[N+](=O)[O-])O (trans-α-[[(2-Bromocyclopentyl)amino]methyl-]-2-nitro-1H-imidazole-1-ethanol), hydrobromide salt. As a reaction SMILES: [N+:1]([C:4]1[N:5]([CH2:9][CH:10]([OH:18])[CH2:11]C2N3C2CCC3)[CH:6]=[CH:7][N:8]=1)([O-:3])=[O:2].[BrH:19].[CH2:20](O)[CH3:21]>>[Br:19][C@@H:21]1[CH2:20][CH2:11][CH2:10][C@H:9]1[NH:5][CH2:11][CH:10]([OH:18])[CH2:9][N:5]1[CH:6]=[CH:7][N:8]=[C:4]1[N+:1]([O-:3])=[O:2]. Reported procedure: α-[(Nitro-1H-imidazol-1-yl)methyl]azabicyclo[3.1.0]hexane-6-ethanol from Example 4 was ring-opened by the action of 2-3 equivalents of hydrogen bromide in ethanol to produce the title compound as the hydrobromide salt, mp 204°-205° C. Starting materials: solution, CC(C)C[AlH]CC(C)C (DIBAL), COC1=CC=C(C=C1)N1S(C2=C(C=C1C(=O)OC)C=CS2)(=O)=O (Methyl 2-(4-methoxyphenyl)-2H-thieno[3,2-e]-1,2-thiazine-3-carboxylate 1,1-dioxide). Solvent: C1CCOC1 (THF), C1CCOC1 (THF). Reaction conditions: time 18 hour. The product is COC1=CC=C(C=C1)N1S(C2=C(C=C1CO)C=CS2)(=O)=O (2-(4-Methoxyphenyl)-2H-thieno[3,2-e]-1,2-thiazine-3-methanol 1,1-dioxide). The yield is 67.3%. RXN SMILES: CC(C[AlH]CC(C)C)C.[CH3:10][O:11][C:12]1[CH:17]=[CH:16][C:15]([N:18]2[C:23]([C:24](OC)=[O:25])=[CH:22][C:21]3[CH:28]=[CH:29][S:30][C:20]=3[S:19]2(=[O:32])=[O:31])=[CH:14][CH:13]=1>C1COCC1>[CH3:10][O:11][C:12]1[CH:17]=[CH:16][C:15]([N:18]2[C:23]([CH2:24][OH:25])=[CH:22][C:21]3[CH:28]=[CH:29][S:30][C:20]=3[S:19]2(=[O:32])=[O:31])=[CH:14][CH:13]=1. Reported procedure: A 1M solution of DIBAL in THF (45 mL, 45 mmol) was added to a solution of the product from Step C (1.92 g) in anhydrous THF (100 mL) and this mixture was stirred at ambient temperature for 18 h. After cooling (ice bath) the reaction was quenched by the addition of 1N HCl (100 mL). This mixture was extracted with ethyl acetate (2×100 mL) and the combined extracts were dried (MgSO4) and evaporated to a residue which was purified by column chromatography (silica, 50% ethyl acetate/hexane) to give a... Reactants: C(C1=CC=CC=C1)OC=1C=C(C=CC1)NC1=NC(=NC(=C1)N(C)C)S(=O)C (N4-[3-(benzyloxy)phenyl]-N6,N6-dimethyl-2-(methylsulfinyl)-4,6-pyrimidinediamine), Cl.Cl.N1(CCNCC1)C1=NC=CC=N1 (2-(1-piperazinyl)pyrimidine dihydrochloride). Solvent: ClC1=CC=CC=C1 (chlorobenzene). Product: C(C1=CC=CC=C1)OC=1C=C(C=CC1)NC1=NC(=NC(=C1)N(C)C)N1CCN(CC1)C1=NC=CC=N1 (N4-[3-(BENZYLOXY)PHENYL]-N6,N6-DIMETHYL-2-[4-(2-PYRIMIDINYL)-1-PIPERAZINYL]-4,6-PYRIMIDINEDIAMINE). Yield: 42.5%. RXN SMILES: [CH2:1]([O:8][C:9]1[CH:10]=[C:11]([NH:15][C:16]2[CH:21]=[C:20]([N:22]([CH3:24])[CH3:23])[N:19]=[C:18](S(C)=O)[N:17]=2)[CH:12]=[CH:13][CH:14]=1)[C:2]1[CH:7]=[CH:6][CH:5]=[CH:4][CH:3]=1.Cl.Cl.[N:30]1([C:36]2[N:41]=[CH:40][CH:39]=[CH:38][N:37]=2)[CH2:35][CH2:34][NH:33][CH2:32][CH2:31]1>ClC1C=CC=CC=1>[CH2:1]([O:8][C:9]1[CH:10]=[C:11]([NH:15][C:16]2[CH:21]=[C:20]([N:22]([CH3:24])[CH3:23])[N:19]=[C:18]([N:33]3[CH2:34][CH2:35][N:30]([C:36]4[N:37]=[CH:38][CH:39]=[CH:40][N:41]=4)[CH2:31][CH2:32]3)[N:17]=2)[CH:12]=[CH:13][CH:14]=1)[C:2]1[CH:7]=[CH:6][CH:5]=[CH:4][CH:3]=1 |f:1.2.3|. Procedure: A mixture of N4-[3-(benzyloxy)phenyl]-N6,N6-dimethyl-2-(methylsulfinyl)-4,6-pyrimidinediamine (30 mg, 0.078 mmol) and 2-(1-piperazinyl)pyrimidine dihydrochloride (74 mg, 0.312 mmol) in chlorobenzene (2 mL) was heated at reflux for 15 hours. The crude product was purified by preparative thin-layer chromatography [eluent: hexane/EtOAc (7:3)], giving the desired product (16 mg, 42%). The reactants are FC1=CC=C(C=C1)C=1C(=NNC1C(F)(F)F)C1=CC=C(C=C1)S(=O)(=O)C (4-(4-fluorophenyl)-3-[4-(methylsulfonyl)phenyl]-5-(trifluoromethyl)-1H-pyrazole), C(C1=CC=CC=C1)Br (benzyl bromide). Solvent: C(C)(=O)OCC.CCCCCC (ethyl acetate hexane). Reaction conditions: temperature 140 celsius, time 1 hour. The product is C(C1=CC=CC=C1)N1N=C(C(=C1C(F)(F)F)C1=CC=C(C=C1)F)C1=CC=C(C=C1)S(=O)(=O)C (1-benzyl-4-(4-fluorophenyl)-3-[4-(methylsulfonyl)phenyl]-5-(trifluoromethyl)pyrazole). The yield is 48.6%. RXN SMILES: [F:1][C:2]1[CH:7]=[CH:6][C:5]([C:8]2[C:9]([C:17]3[CH:22]=[CH:21][C:20]([S:23]([CH3:26])(=[O:25])=[O:24])=[CH:19][CH:18]=3)=[N:10][NH:11][C:12]=2[C:13]([F:16])([F:15])[F:14])=[CH:4][CH:3]=1.[CH2:27](Br)[C:28]1[CH:33]=[CH:32][CH:31]=[CH:30][CH:29]=1>C(OCC)(=O)C.CCCCCC>[CH2:27]([N:11]1[C:12]([C:13]([F:16])([F:14])[F:15])=[C:8]([C:5]2[CH:6]=[CH:7][C:2]([F:1])=[CH:3][CH:4]=2)[C:9]([C:17]2[CH:22]=[CH:21][C:20]([S:23]([CH3:26])(=[O:24])=[O:25])=[CH:19][CH:18]=2)=[N:10]1)[C:28]1[CH:33]=[CH:32][CH:31]=[CH:30][CH:29]=1 |f:2.3|. Reported procedure: A mixture of 0.10 g of 4-(4-fluorophenyl)-3-[4-(methylsulfonyl)phenyl]-5-(trifluoromethyl)-1H-pyrazole (Example 1, Step 3) and 3.0 g of benzyl bromide was heated at 140° C. for 4 days then at 210° C. for 1 hour. The reaction mixture was dissolved in 10% ethyl acetate-hexane and filtered. The filtrate was concentrated in vacuo and the residue was purified by HPLC (10% ethyl acetate-hexane). The first fraction was benzyl bromide. The second fraction eluted with 30% ethyl acetate-hexane yielded 1-b... Reactants: BrC(Br)(Br)Br, O=C([O-])O, O=C(c1c(Cl)cccc1Cl)N(C(=O)c1c(Cl)cccc1Cl)c1ccc(CO)cn1, ClCCl, [Na+], c1ccc(P(c2ccccc2)c2ccccc2)cc1. Yields the product O=C(c1c(Cl)cccc1Cl)N(C(=O)c1c(Cl)cccc1Cl)c1ccc(CBr)cn1. As a reaction SMILES: [C:30]([Br:31])([Br:32])([Br:33])[Br:34].[C:54](=[O:55])([O-:56])[OH:57].[Cl:1][c:2]1[c:3]([C:4](=[O:5])[N:6]([c:7]2[n:8][cH:9][c:10]([CH2:13][OH:14])[cH:11][cH:12]2)[C:15]([c:16]2[c:17]([Cl:23])[cH:18][cH:19][cH:20][c:21]2[Cl:22])=[O:24])[c:25]([Cl:29])[cH:26][cH:27][cH:28]1.[Cl:59][CH2:60][Cl:61].[Na+:58].[c:35]1([P:36]([c:37]2[cH:38][cH:39][cH:40][cH:41][cH:42]2)[c:43]2[cH:44][cH:45][cH:46][cH:47][cH:48]2)[cH:49][cH:50][cH:51][cH:52][cH:53]1>>[Cl:1][c:2]1[c:3]([C:4](=[O:5])[N:6]([c:7]2[n:8][cH:9][c:10]([CH2:13][Br:31])[cH:11][cH:12]2)[C:15]([c:16]2[c:17]([Cl:23])[cH:18][cH:19][cH:20][c:21]2[Cl:22])=[O:24])[c:25]([Cl:29])[cH:26][cH:27][cH:28]1.